From a dataset of the Open Reaction Database (ORD), a public repository of structured organic reaction records. describe an organic reaction: reactants, conditions, products, and yield Reactants: CO (methanol), ClCCCOC1=CC=C(C=C1)C=1OC(=C(N1)C)C(=O)OC (methyl 2-[4-(3-chloropropoxy)phenyl]-4-methyl-1,3-oxazole-5-carboxylate), Cl (hydrochloric acid), solution, [OH-].[Na+] (sodium hydroxide). Solvent: O (water). Run at temperature 60 celsius, time 2 hour. Yields the product ClCCCOC1=CC=C(C=C1)C=1OC(=C(N1)C)C(=O)O (2-[4-(3-chloropropoxy)phenyl]-4-methyl-1,3-oxazole-5-carboxylic acid). Yield: 88.0%. As a reaction SMILES: [Cl:1][CH2:2][CH2:3][CH2:4][O:5][C:6]1[CH:11]=[CH:10][C:9]([C:12]2[O:13][C:14]([C:18]([O:20]C)=[O:19])=[C:15]([CH3:17])[N:16]=2)=[CH:8][CH:7]=1.CO.[OH-].[Na+].Cl>O>[Cl:1][CH2:2][CH2:3][CH2:4][O:5][C:6]1[CH:11]=[CH:10][C:9]([C:12]2[O:13][C:14]([C:18]([OH:20])=[O:19])=[C:15]([CH3:17])[N:16]=2)=[CH:8][CH:7]=1 |f:2.3|. Procedure: A suspension of methyl 2-[4-(3-chloropropoxy)phenyl]-4-methyl-1,3-oxazole-5-carboxylate ax60 (4.0 g, 12.9 mmol, 1 eq) in a 1:1 mixture of methanol and water (100 ml) is treated with a 1 M solution of sodium hydroxide (14 ml, 14 mmol, 1.1 eq). The mixture is stirred at 60° C. during 2 h, then the mixture is concentrated. The residue is taken up in water (20 ml) and a 1 M hydrochloric acid solution (14 ml, 14 mmol, 1.1 eq) is added. The resulting suspension is filtered and the filtrate is concentr... The reactants are CC1CC(NN=C1C1=CC=C2C(=NC=NC2=C1)SC)=O (4,5-dihydro-5-methyl-6-(4-methylthioquinazolin-7-yl)-3(2H)-pyridazinone). The reagents and catalysts are [Ni] (Raney nickel). Solvent: CN(C=O)C (dimethylformamide). Reaction conditions: temperature 60 celsius, time 1 hour. The product is N1=CNCC2=CC=C(C=C12)C=1C(CC(NN1)=O)C (4,5-dihydro-6-(3,4-dihydroquinazolin-7-yl)-5-methyl-3(2H)-pyridazinone). Isolated yield 26.0%. Reaction SMILES: [CH3:1][CH:2]1[C:7]([C:8]2[CH:17]=[C:16]3[C:11]([C:12](SC)=[N:13][CH:14]=[N:15]3)=[CH:10][CH:9]=2)=[N:6][NH:5][C:4](=[O:20])[CH2:3]1>CN(C)C=O.[Ni]>[N:15]1[C:16]2[C:11](=[CH:10][CH:9]=[C:8]([C:7]3[CH:2]([CH3:1])[CH2:3][C:4](=[O:20])[NH:5][N:6]=3)[CH:17]=2)[CH2:12][NH:13][CH:14]=1. Procedure: In 10 ml of dimethylformamide was dissolved 1.0 g of Compound 57 obtained in Example 19, and 5.0 g of Raney nickel was added to the solution, followed by stirring at 60° C. for 1 hour. The catalyst was filtered off, and the filtrate was concentrated. Water was added to the residue, and the crystals precipitated were collected by filtration and dried to give 0.22 g (26%) of 4,5-dihydro-6-(3,4-dihydroquinazolin-7-yl)-5-methyl-3(2H)-pyridazinone (Compound 71). Starting materials: NC1=NC(=NC=C1C(=O)C1=C(C=CC(=C1)C)OC)SCC ((4-amino-2-ethylsulfanyl-pyrimidin-5-yl)-(2-methoxy-5-methyl-phenyl)-methanone), ClC=1C=C(C(=O)OO)C=CC1 (3-chloroperoxybenzoic acid). Solvent: C(Cl)(Cl)Cl (chloroform), C(Cl)Cl (methylene chloride). Conditions: time 1 hour. Yields the product NC1=NC(=NC=C1C(=O)C1=C(C=CC(=C1)C)OC)S(=O)CC ((4-amino-2-ethanesulfinyl-pyrimidin-5-yl)-(2-methoxy-5-methyl-phenyl)-methanone). As a reaction SMILES: [NH2:1][C:2]1[C:7]([C:8]([C:10]2[CH:15]=[C:14]([CH3:16])[CH:13]=[CH:12][C:11]=2[O:17][CH3:18])=[O:9])=[CH:6][N:5]=[C:4]([S:19][CH2:20][CH3:21])[N:3]=1.ClC1C=C(C=CC=1)C(OO)=[O:27]>C(Cl)(Cl)Cl.C(Cl)Cl>[NH2:1][C:2]1[C:7]([C:8]([C:10]2[CH:15]=[C:14]([CH3:16])[CH:13]=[CH:12][C:11]=2[O:17][CH3:18])=[O:9])=[CH:6][N:5]=[C:4]([S:19]([CH2:20][CH3:21])=[O:27])[N:3]=1. Procedure: A solution of (4-amino-2-ethylsulfanyl-pyrimidin-5-yl)-(2-methoxy-5-methyl-phenyl)-methanone, 571 mg, 1.885 mmol, Example 324) in chloroform (16 mL) was cooled to −15° C. and treated with 3-chloroperoxybenzoic acid (503.7 mg, ˜2.25 mmol, ˜70% purity from Aldrich) and the reaction was stirred at the same temperature for 1 hour. The reaction mixture was diluted with methylene chloride (20 mL) and washed with 10% aqueous sodium thiosulfate (2×5 mL), 10% aqueous sodium carbonate (2×5 mL), brine, dri... Starting materials: FC1=CC=C(C=C1)C(CCC1OCC(CO1)(C)C)O (α-(4-fluorophenyl)-5,5-dimethyl-1,3-dioxane-2-propanol), [Cr](=O)(=O)([O-])Cl.[NH+]1=CC=CC=C1 (pyridinium chlorochromate). Solvent: CCOCC (ether), C(Cl)Cl (methylene chloride). Reaction conditions: time 3 hour. The product is CC1(COC(OC1)CCC(=O)C1=CC=C(C=C1)F)C (3-(5,5-dimethyl-1,3-dioxan-2-yl)-1-(4-fluorophenyl)propan-1-one). RXN SMILES: [F:1][C:2]1[CH:7]=[CH:6][C:5]([CH:8]([OH:19])[CH2:9][CH2:10][CH:11]2[O:16][CH2:15][C:14]([CH3:18])([CH3:17])[CH2:13][O:12]2)=[CH:4][CH:3]=1.[Cr](Cl)([O-])(=O)=O.[NH+]1C=CC=CC=1>C(Cl)Cl.CCOCC>[CH3:17][C:14]1([CH3:18])[CH2:13][O:12][CH:11]([CH2:10][CH2:9][C:8]([C:5]2[CH:4]=[CH:3][C:2]([F:1])=[CH:7][CH:6]=2)=[O:19])[O:16][CH2:15]1 |f:1.2|. Procedure details: To a solution of α-(4-fluorophenyl)-5,5-dimethyl-1,3-dioxane-2-propanol (Step 3) (2.6 g, 10.7 mmol) in methylene chloride (100 ml), pyridinium chlorochromate (3.5 g, 16.05 mmol) was added. After stirring at room temperature for 3 hr, the reaction mixture was diluted with ether and filtered through a short silica gel column. The column was eluted with ether and the fractions containing 3-(5,5-dimethyl-1,3-dioxan-2-yl)-1-(4-fluorophenyl)propan-1-one were combined and concentrated (2.2 g, 85%): mp ...